This data is from the Open Reaction Database (ORD), a public repository of structured organic reaction records. The task is: describe an organic reaction: reactants, conditions, products, and yield The reactants are CC(Cl)c1cccnc1, COc1cccc(OC)c1C1(C(=O)O)CC1. The reagents and catalysts are O=C([O-])[O-].[Cs+].[Cs+] (cesium carbonate), [I-].[K+] (potassium iodide). Run in CN(C)C=O (DMF), CN(C)C=O (dmf), CN(C)C=O (DMF). Reaction conditions: temperature 70 celsius, time 16 hour. Product: COc1cccc(OC)c1C1(C(=O)OC(C)c2cccnc2)CC1. Reactants: Br (HBr), BrBr (bromine), N1CCC(CC1)(O)O (piperidine-4,4-diol). Solvent: C(C)(=O)O (acetic acid), C(C)(=O)O (acetic acid), C(C)(=O)O (acetic acid). Run at time 45 minute. The product is Br.BrC1CNCCC1=O (3-Bromo-piperidin-4-one hydrobromide). As a reaction SMILES: [BrH:1].BrBr.[NH:4]1[CH2:9][CH2:8][C:7]([OH:11])(O)[CH2:6][CH2:5]1>C(O)(=O)C>[BrH:1].[Br:1][CH:6]1[C:7](=[O:11])[CH2:8][CH2:9][NH:4][CH2:5]1 |f:4.5|. Procedure: 4.7 mL 33% HBr in acetic acid, 11.4 g bromine in 30 mL acetic acid was added slowly to a stirred solution of 10 g piperidine-4,4-diol in 60 mL acetic acid at RT. The reaction mixture was stirred additional 45 min at ambient temperature and the acetic acid was completely removed under reduced pressure. The residue was dissolved in 200 mL acetone and refluxed for 1 hour, cooled, filtered and washed with acetone and dried to give 15.2 g of the desired product Reactants: C(C)(=O)O[BH-](OC(C)=O)OC(C)=O.[Na+] (sodium triacetoxyborohydride), C(C)(C)(C)OC(NCCC(NC1=CC(=CC=C1)O)=O)=O ([2-(3-hydroxy-phenylcarbamoyl)-ethyl]-carbamic acid tert-butyl ester), O=C1C=2C=C(C(=NC2C=CN1)C1=CC=C(C=O)C=C1)C1=CC=CC=C1 (4-(5-oxo-3-phenyl-5,6-dihydro-1,6-naphthyridin-2-yl)benzaldehyde), FC(C(=O)O)(F)F (trifluoroacetic acid). Run in ClCCl (dichloromethane). Run at time 1 hour. Product: FC(C(=O)[O-])(F)F.OC=1C=C(C=CC1)NC(CC[NH2+]CC1=CC=C(C=C1)C1=NC=2C=CNC(C2C=C1C1=CC=CC=C1)=O)=O (3-[(3-hydroxyphenyl)amino]-3-oxo-N-[4-(5-oxo-3-phenyl-5,6-dihydro 1,6-naphthyridin-2-yl)benzyl]propan-1-aminium trifluoroacetate). RXN SMILES: C(O[C:6](=O)[NH:7][CH2:8][CH2:9][C:10](=[O:19])[NH:11][C:12]1[CH:17]=[CH:16][CH:15]=[C:14]([OH:18])[CH:13]=1)(C)(C)C.[F:21][C:22]([F:27])([F:26])[C:23]([OH:25])=[O:24].[O:28]=[C:29]1[NH:38][CH:37]=[CH:36][C:35]2[N:34]=[C:33]([C:39]3[CH:46]=[CH:45][C:42](C=O)=[CH:41][CH:40]=3)[C:32]([C:47]3[CH:52]=[CH:51][CH:50]=[CH:49][CH:48]=3)=[CH:31][C:30]1=2.C(O[BH-](OC(=O)C)OC(=O)C)(=O)C.[Na+]>ClCCl>[F:21][C:22]([F:27])([F:26])[C:23]([O-:25])=[O:24].[OH:18][C:14]1[CH:13]=[C:12]([NH:11][C:10](=[O:19])[CH2:9][CH2:8][NH2+:7][CH2:6][C:42]2[CH:41]=[CH:40][C:39]([C:33]3[C:32]([C:47]4[CH:48]=[CH:49][CH:50]=[CH:51][CH:52]=4)=[CH:31][C:30]4[C:29](=[O:28])[NH:38][CH:37]=[CH:36][C:35]=4[N:34]=3)=[CH:46][CH:45]=2)[CH:17]=[CH:16][CH:15]=1 |f:3.4,6.7|. Procedure: To a suspension of [2-(3-hydroxy-phenylcarbamoyl)-ethyl]-carbamic acid tert-butyl ester (4-3) (100 mg, 0.36 mmol) in dichloromethane (2 mL) was added trifluoroacetic acid (1 mL). The suspension immediately turned into clear solution and was stirred at room temperature for 1 hr. The volatile solvents were removed by rotovap evaporation and the oil residue was further dried by vacuum pump over night. The oil residue was re-solubilized in dichloromethane (1 mL) and de-salted with triethylamine (1 m... Reaction conditions: time 30 minute. Procedure: 9.4 g (36.6 mmol) of 4,4-dimethyl-6-bromothiochroman and 100 ml of THF were introduced into a three-necked flask under a stream of nitrogen. 16.1 ml of an n-butyllithium solution (2.5M in hexane) were added dropwise at -78° C. and stirring was carried out for 30 min. 2.7 ml (38.4 mmol) of DMF were then added dropwise and the mixture was permitted to heat to room temperature. The reaction mixture was poured into an aqueous ammonium chloride solution and extracted with ethyl ether. The organic pha... Run in C1CCOC1 (THF). Reaction SMILES: [CH3:1][C:2]1([CH3:13])[C:11]2[C:6](=[CH:7][CH:8]=[C:9](Br)[CH:10]=2)[S:5][CH2:4][CH2:3]1.C([Li])CCC.CN([CH:22]=[O:23])C.[Cl-].[NH4+]>C1COCC1>[CH3:1][C:2]1([CH3:13])[C:11]2[C:6](=[CH:7][CH:8]=[C:9]([CH:22]=[O:23])[CH:10]=2)[S:5][CH2:4][CH2:3]1 |f:3.4|. Product: CC1(CCSC2=CC=C(C=C12)C=O)C (4,4-dimethyl-6-thiochromancarboxaldehyde). The reactants are [Cl-].[NH4+] (ammonium chloride), CC1(CCSC2=CC=C(C=C12)Br)C (4,4-dimethyl-6-bromothiochroman), CN(C)C=O (DMF), C(CCC)[Li] (n-butyllithium).